From a dataset of the Open Reaction Database (ORD), a public repository of structured organic reaction records. describe an organic reaction: reactants, conditions, products, and yield Starting materials: ClC1=CC=C(C=C1)C1=CC(=NN1C1=CC=CC=C1)CCC=O (3-(5-(4-chlorophenyl)-1-phenyl-1H-pyrazol-3-yl)-propanal), [BH-](OC(=O)C)(OC(=O)C)OC(=O)C.[Na+] (NaBH(OAc)3), CC1N(CCNC1)C=1C=C(C=CC1)C (2-methyl-1-m-tolylpiperazine), CCN(C(C)C)C(C)C (DIPEA). Yields the product ClC1=CC=C(C=C1)C1=CC(=NN1C1=CC=CC=C1)CCCN1CC(N(CC1)C=1C=C(C=CC1)C)C (4-(3-(5-(4-chlorophenyl)-1-phenyl-1H-pyrazol-3-yl)propyl)-2-methyl-1-m-tolylpiperazine). RXN SMILES: [Cl:1][C:2]1[CH:7]=[CH:6][C:5]([C:8]2[N:12]([C:13]3[CH:18]=[CH:17][CH:16]=[CH:15][CH:14]=3)[N:11]=[C:10]([CH2:19][CH2:20][CH:21]=O)[CH:9]=2)=[CH:4][CH:3]=1.[CH3:23][CH:24]1[CH2:29][NH:28][CH2:27][CH2:26][N:25]1[C:30]1[CH:31]=[C:32]([CH3:36])[CH:33]=[CH:34][CH:35]=1.CCN(C(C)C)C(C)C.[BH-](OC(C)=O)(OC(C)=O)OC(C)=O.[Na+]>>[Cl:1][C:2]1[CH:7]=[CH:6][C:5]([C:8]2[N:12]([C:13]3[CH:18]=[CH:17][CH:16]=[CH:15][CH:14]=3)[N:11]=[C:10]([CH2:19][CH2:20][CH2:21][N:28]3[CH2:27][CH2:26][N:25]([C:30]4[CH:31]=[C:32]([CH3:36])[CH:33]=[CH:34][CH:35]=4)[CH:24]([CH3:23])[CH2:29]3)[CH:9]=2)=[CH:4][CH:3]=1 |f:3.4|. Procedure: 114 mg (85%) of target compound was obtained by using a method same as in Example 1 by using 3-(5-(4-chlorophenyl)-1-phenyl-1H-pyrazol-3-yl)-propanal (80 mg, 0.257 mmol), 2-methyl-1-m-tolylpiperazine (49 mg, 0.257 mmol), DIPEA (0.070 mL, 0.386 mmol) and NaBH(OAc)3 (163 mg, 0.771 mmol). Starting materials: BrCC1CCC1, O=C1c2ccccc2C(=O)N1CCCc1cccc(O)c1. The product is O=C1c2ccccc2C(=O)N1CCCc1cccc(OCC2CCC2)c1. As a reaction SMILES: [CH:22]1([CH2:26][Br:27])[CH2:23][CH2:24][CH2:25]1.[OH:1][c:2]1[cH:3][c:4]([CH2:8][CH2:9][CH2:10][N:11]2[C:12](=[O:21])[c:13]3[cH:14][cH:15][cH:16][cH:17][c:18]3[C:19]2=[O:20])[cH:5][cH:6][cH:7]1>>[O:1]([c:2]1[cH:3][c:4]([CH2:8][CH2:9][CH2:10][N:11]2[C:12](=[O:21])[c:13]3[cH:14][cH:15][cH:16][cH:17][c:18]3[C:19]2=[O:20])[cH:5][cH:6][cH:7]1)[CH2:26][CH:22]1[CH2:23][CH2:24][CH2:25]1.